describe an organic reaction: reactants, conditions, products, and yield From a dataset of the Open Reaction Database (ORD), a public repository of structured organic reaction records. The reactants are CO, O=CO, Cl, Cc1ccccc1C(=O)c1csc(NCCCN)n1, C1COCCO1, O=S(=O)(Cl)c1cccs1. Yields the product Cc1ccccc1C(=O)c1csc(NCCCNS(=O)(=O)c2cccs2)n1. As a reaction SMILES: [CH3:33][OH:34].[CH:30]([OH:31])=[O:32].[ClH:1].[NH2:2][CH2:3][CH2:4][CH2:5][NH:6][c:7]1[s:8][cH:9][c:10]([C:12](=[O:13])[c:14]2[c:15]([CH3:20])[cH:16][cH:17][cH:18][cH:19]2)[n:11]1.[O:35]1[CH2:36][CH2:37][O:38][CH2:39][CH2:40]1.[s:21]1[c:22]([S:26](=[O:27])(=[O:28])[Cl:29])[cH:23][cH:24][cH:25]1>>[NH:2]([CH2:3][CH2:4][CH2:5][NH:6][c:7]1[s:8][cH:9][c:10]([C:12](=[O:13])[c:14]2[c:15]([CH3:20])[cH:16][cH:17][cH:18][cH:19]2)[n:11]1)[S:26]([c:22]1[s:21][cH:25][cH:24][cH:23]1)(=[O:27])=[O:28]. Reactants: CC(C)(C)OC(=O)N1CCCN(c2ccc(NC(=O)c3nc(-c4ccccc4)oc3C(F)(F)F)cc2)CC1, CO, Cl, C1COCCO1. Product: Cl, O=C(Nc1ccc(N2CCCNCC2)cc1)c1nc(-c2ccccc2)oc1C(F)(F)F. As a reaction SMILES: [C:1]([O:2][C:3](=[O:4])[N:8]1[CH2:9][CH2:10][N:11]([c:15]2[cH:16][cH:17][c:18]([NH:21][C:22](=[O:23])[c:24]3[n:25][c:26](-[c:33]4[cH:34][cH:35][cH:36][cH:37][cH:38]4)[o:27][c:28]3[C:29]([F:30])([F:31])[F:32])[cH:19][cH:20]2)[CH2:12][CH2:13][CH2:14]1)([CH3:5])([CH3:6])[CH3:7].[CH3:46][OH:47].[ClH:45].[O:39]1[CH2:40][CH2:41][O:42][CH2:43][CH2:44]1>>[ClH:45].[NH:8]1[CH2:9][CH2:10][N:11]([c:15]2[cH:16][cH:17][c:18]([NH:21][C:22](=[O:23])[c:24]3[n:25][c:26](-[c:33]4[cH:34][cH:35][cH:36][cH:37][cH:38]4)[o:27][c:28]3[C:29]([F:30])([F:31])[F:32])[cH:19][cH:20]2)[CH2:12][CH2:13][CH2:14]1. Starting materials: Br (HBr), C1(=CC=CC=C1)S(=O)(=O)C1=CC=C(C=C1)OC (4-phenylsulfonyl-1-methoxybenzene), ice water. Solvent: C(C)(=O)O (acetic acid). Product: C1(=CC=CC=C1)S(=O)(=O)C1=CC=C(C=C1)O (4-phenylsulfonyl-1-hydroxybenzene). The yield is 98.2%. RXN SMILES: [C:1]1([S:7]([C:10]2[CH:15]=[CH:14][C:13]([O:16]C)=[CH:12][CH:11]=2)(=[O:9])=[O:8])[CH:6]=[CH:5][CH:4]=[CH:3][CH:2]=1.Br>C(O)(=O)C>[C:1]1([S:7]([C:10]2[CH:11]=[CH:12][C:13]([OH:16])=[CH:14][CH:15]=2)(=[O:8])=[O:9])[CH:6]=[CH:5][CH:4]=[CH:3][CH:2]=1. Procedure: To a solution of 24.8 g (100 mmole) of the compound obtained in step 1 dissolved in 50 ml of acetic acid was added 40% HBr, which was heated to reflux for 8 hours. The reaction solution was poured into ice-water. The resultant solution was extracted with ethyl acetate (100 ml×3), dried over Na2SO4 and concentrated to obtain residue, which was purified by silica gel column chromatography using a mixture of hexane and ethyl acetate (1:1) to obtain 23.0 g (yield 100%) of the title compound containi... The reactants are O1CCC(CC1)CN1N=C(C=2CC3C(C12)C3)C(=O)OCC (Ethyl 2-((tetrahydro-2H-pyran-4-yl)methyl)-1a,2,5,5a-tetrahydro-1H-2,3-diaza-cyclopropa[a]pentalene-4-carboxylate), O.[OH-].[Li+] (Lithium hydroxide hydrate). The solvent is C1CCOC1 (THF), O (H2O). Reaction conditions: temperature 45 celsius, time 1.5 hour. The product is O1CCC(CC1)CN1N=C(C=2C[C@@H]3[C@H](C12)C3)C(=O)O ((1aR,5aR)-2-((Tetrahydro-2H-pyran-4-yl)methyl)-1a,2,5,5a-tetrahydro-1H-2,3-diaza-cyclopropa[a]pentalene-4-carboxylic Acid). The yield is 100.3%. RXN SMILES: [O:1]1[CH2:6][CH2:5][CH:4]([CH2:7][N:8]2[C:15]3[CH:14]4[CH2:16][CH:13]4[CH2:12][C:11]=3[C:10]([C:17]([O:19]CC)=[O:18])=[N:9]2)[CH2:3][CH2:2]1.O.[OH-].[Li+]>C1COCC1.O>[O:1]1[CH2:6][CH2:5][CH:4]([CH2:7][N:8]2[C:15]3[C@@H:14]4[CH2:16][C@@H:13]4[CH2:12][C:11]=3[C:10]([C:17]([OH:19])=[O:18])=[N:9]2)[CH2:3][CH2:2]1 |f:1.2.3|. Reported procedure: Ethyl 2-((tetrahydro-2H-pyran-4-yl)methyl)-1a,2,5,5a-tetrahydro-1H-2,3-diaza-cyclopropa[a]pentalene-4-carboxylate (127 mg, 0.437 mmol) was dissolved in THF (4.00 mL) and H2O (4.00 mL). Lithium hydroxide hydrate (55.1 mg, 1.312 mmol) was added and the reaction was stirred at 45° C. for 1.5 h. The organic solvent was removed under reduced pressure to give the title compound (115 mg) as a brown solid. LCMS m/z=263.2 [M+H]+.